Dataset: the Open Reaction Database (ORD), a public repository of structured organic reaction records. Task: describe an organic reaction: reactants, conditions, products, and yield Yields the product NCCSCC1=CC(=C(O1)CN(C)C)CO (5-[[2-(Amino)ethyl]thio]methyl-2-(dimethylaminomethyl)-3-furanmethanol). Reported procedure: A solution of 5-[[2-(amino)ethyl]thio]methyl-2-(dimethylaminomethyl)-3-furancarboxylic acid, ethyl ester (0.75 g) in dry tetrahydrofuran (50 ml) at 0° was treated with a 0.5 molar solution of aluminium hydride in tetrahydrofuran (35 ml). After 2 hours water (6 ml) was added, and the filtered solution evaporated in vacuo. The oily residue was distilled affording the title compound (0.4 g), b.p. 170°/10-1 mm Hg. Starting materials: O (water), NCCSCC1=CC(=C(O1)CN(C)C)C(=O)OCC (5-[[2-(amino)ethyl]thio]methyl-2-(dimethylaminomethyl)-3-furancarboxylic acid, ethyl ester), solution, [H-].[Al+3].[H-].[H-] (aluminium hydride). As a reaction SMILES: [NH2:1][CH2:2][CH2:3][S:4][CH2:5][C:6]1[O:10][C:9]([CH2:11][N:12]([CH3:14])[CH3:13])=[C:8]([C:15](OCC)=[O:16])[CH:7]=1.[H-].[Al+3].[H-].[H-].O>O1CCCC1>[NH2:1][CH2:2][CH2:3][S:4][CH2:5][C:6]1[O:10][C:9]([CH2:11][N:12]([CH3:13])[CH3:14])=[C:8]([CH2:15][OH:16])[CH:7]=1 |f:1.2.3.4|. Yield: 62.5%. The solvent is O1CCCC1 (tetrahydrofuran), O1CCCC1 (tetrahydrofuran). Reactants: C(C)OC(=O)C1=C(C2=C(C(=N1)C#C[Si](C)(C)C)N=C(S2)C2=CC=CC=C2)O (7-hydroxy-2-phenyl-4-trimethylsilanylethynyl-thiazolo[4,5-c]pyridine-6 carboxylic acid ethyl ester), NCC(=O)O (glycine). The solvent is C[O-].[Na+].CO (sodium methoxide methanol). Yields the product C(#C)C1=NC(=C(C2=C1N=C(S2)C2=CC=CC=C2)O)C(=O)NCC(=O)O ([(4-Ethynyl-7-hydroxy-2-phenyl-thiazolo[4,5-c]pyridine-6-carbonyl)-amino]-acetic acid). Isolated yield 97.0%. Reaction SMILES: C(O[C:4]([C:6]1[N:11]=[C:10]([C:12]#[C:13][Si](C)(C)C)[C:9]2[N:18]=[C:19]([C:21]3[CH:26]=[CH:25][CH:24]=[CH:23][CH:22]=3)[S:20][C:8]=2[C:7]=1[OH:27])=[O:5])C.[NH2:28][CH2:29][C:30]([OH:32])=[O:31]>C[O-].[Na+].CO>[C:12]([C:10]1[C:9]2[N:18]=[C:19]([C:21]3[CH:22]=[CH:23][CH:24]=[CH:25][CH:26]=3)[S:20][C:8]=2[C:7]([OH:27])=[C:6]([C:4]([NH:28][CH2:29][C:30]([OH:32])=[O:31])=[O:5])[N:11]=1)#[CH:13] |f:2.3.4|. Procedure: A mixture of 7-hydroxy-2-phenyl-4-trimethylsilanylethynyl-thiazolo[4,5-c]pyridine-6 carboxylic acid ethyl ester (113 mg, 0.28 mmole) and glycine (750 mg, 9.99 mmole) in 0.5 M sodium methoxide/methanol (20 ml) was refluxed for 3 days before it was cooled to room temperature and concentrated in vacuo. The residue was dissolved in water (30 ml) and extracted with dichloromethane (2×40 ml). The remaining aqueous layer was acidified to pH=2 with 1N HCl. The suspension was extracted with ethyl acetate... The reactants are BrCC1=CC(=C(C#N)C=C1)OC (4-Bromomethyl-2-methoxybenzonitrile), CO (MeOH), N (NH3), N.CO (ammonia MeOH). Procedure details: 2.5 g of the bromide (b) were introduced into 10 ml of MeOH, and NH3 was passed in during dropwise addition of 38 ml of conc. ammonia/MeOH 1:1. After 2 h, the solvent was stripped off, the product was taken up in DCM and washed with water, and the organic phase was dried over Na2SO4. The product was precipitated as hydrochloride with ethereal HCl. 1H-NMR (DMSO-d6, δ in ppm): 8.6 (broad signal, NH3+), 7.79 (1H), 7.55 (1H), 7.20 (1H), 4.10 (s, 2H), 3.93 (s, 3H) Product: NCC1=CC(=C(C#N)C=C1)OC (4-Aminomethyl-2-methoxybenzonitrile). Solvent: C(Cl)Cl (DCM). Run at time 2 hour. As a reaction SMILES: Br[CH2:2][C:3]1[CH:10]=[CH:9][C:6]([C:7]#[N:8])=[C:5]([O:11][CH3:12])[CH:4]=1.CO.[NH3:15].N.CO>C(Cl)Cl>[NH2:15][CH2:2][C:3]1[CH:10]=[CH:9][C:6]([C:7]#[N:8])=[C:5]([O:11][CH3:12])[CH:4]=1 |f:3.4|. Starting materials: C[SiH](C)OC1(C=O)CC(C(C)(C)C)CN1C(=O)OCc1ccc([N+](=O)[O-])cc1, Ic1ncn2ccsc12. Yields the product C[SiH](C)OC1(C(O)c2ncn3ccsc23)CC(C(C)(C)C)CN1C(=O)OCc1ccc([N+](=O)[O-])cc1. Reaction SMILES: [C:10]([CH3:11])([CH3:12])([CH3:13])[CH:14]1[CH2:15][C:16]([CH:32]=[O:33])([O:34][SiH:35]([CH3:36])[CH3:37])[N:17]([C:19](=[O:20])[O:21][CH2:22][c:23]2[cH:24][cH:25][c:26]([N+:29](=[O:30])[O-:31])[cH:27][cH:28]2)[CH2:18]1.[I:1][c:2]1[n:3][cH:4][n:5]2[c:6]1[s:7][cH:8][cH:9]2>>[c:2]1([CH:32]([C:16]2([O:34][SiH:35]([CH3:36])[CH3:37])[CH2:15][CH:14]([C:10]([CH3:11])([CH3:12])[CH3:13])[CH2:18][N:17]2[C:19](=[O:20])[O:21][CH2:22][c:23]2[cH:24][cH:25][c:26]([N+:29](=[O:30])[O-:31])[cH:27][cH:28]2)[OH:33])[n:3][cH:4][n:5]2[c:6]1[s:7][cH:8][cH:9]2. The reactants are FC(CNC=1C2=C(N=C(N1)NC1=CC=C3C=NN(C3=C1)COCC[Si](C)(C)C)C=CO2)(F)F (N4-(2,2,2-trifluoroethyl)-N2-(1-((2-(trimethylsilyl)ethoxy)methyl)-1H-indazol-6-yl)furo[3,2-d]pyrimidine-2,4-diamine), C(=O)(C(F)(F)F)O (TFA). Solvent: C(Cl)Cl (DCM). Run at temperature 30 celsius, time 6 hour. Yields the product N1N=CC2=CC=C(C=C12)NC=1N=C(C2=C(N1)C=CO2)NCC(F)(F)F (N2-(1H-indazol-6-yl)-N4-(2,2,2-trifluoroethyl)furo[3,2-d]pyrimidine-2,4-diamine). Yield: 19.1%. RXN SMILES: [F:1][C:2]([F:33])([F:32])[CH2:3][NH:4][C:5]1[C:6]2[O:31][CH:30]=[CH:29][C:7]=2[N:8]=[C:9]([NH:11][C:12]2[CH:20]=[C:19]3[C:15]([CH:16]=[N:17][N:18]3COCC[Si](C)(C)C)=[CH:14][CH:13]=2)[N:10]=1.C(O)(C(F)(F)F)=O>C(Cl)Cl>[NH:18]1[C:19]2[C:15](=[CH:14][CH:13]=[C:12]([NH:11][C:9]3[N:10]=[C:5]([NH:4][CH2:3][C:2]([F:32])([F:33])[F:1])[C:6]4[O:31][CH:30]=[CH:29][C:7]=4[N:8]=3)[CH:20]=2)[CH:16]=[N:17]1. Reported procedure: N4-(2,2,2-trifluoroethyl)-N2-(1-((2-(trimethylsilyl)ethoxy)methyl)-1H-indazol-6-yl)furo[3,2-d]pyrimidine-2,4-diamine (1.08 g, 2.257 mmol) was dissolved in DCM (15 mL). TFA (10 mL, 130 mmol) was added. The resulting mixture was stirred at about 30° C. for about 6 h. The mixture was concentrated in vacuo. The residue was diluted with DCM (30 mL) and the pH was adjusted to about pH=9.0 with concentrated NH4OH. The solvents were removed under reduced pressure and the resulting mixture was purified b... The reactants are Cc1cccc(N)c1Br, ClCCl, Cl, O=C(Cl)c1ccc(C(F)(F)F)cc1, c1ccncc1. Product: Cc1cccc(NC(=O)c2ccc(C(F)(F)F)cc2)c1Br. As a reaction SMILES: [Br:14][c:15]1[c:16]([NH2:22])[cH:17][cH:18][cH:19][c:20]1[CH3:21].[CH2:23]([Cl:24])[Cl:25].[ClH:32].[F:1][C:2]([c:3]1[cH:4][cH:5][c:6]([C:7](=[O:8])[Cl:9])[cH:10][cH:11]1)([F:12])[F:13].[cH:26]1[cH:27][cH:28][n:29][cH:30][cH:31]1>>[F:1][C:2]([c:3]1[cH:4][cH:5][c:6]([C:7](=[O:8])[NH:22][c:16]2[c:15]([Br:14])[c:20]([CH3:21])[cH:19][cH:18][cH:17]2)[cH:10][cH:11]1)([F:12])[F:13]. The reactants are [Br-], CC(=O)c1ccc(O[Si](C)(C)C(C)(C)C)cc1, [Li]CCCC, C1CCOC1, C[P+](c1ccccc1)(c1ccccc1)c1ccccc1. Product: C=C(C)c1ccc(O[Si](C)(C)C(C)(C)C)cc1. RXN SMILES: [Br-:23].[C:6]([CH3:7])([CH3:8])([CH3:9])[Si:10]([O:11][c:12]1[cH:13][cH:14][c:15]([C:18]([CH3:19])=[O:20])[cH:16][cH:17]1)([CH3:21])[CH3:22].[CH2:1]([Li:2])[CH2:3][CH2:4][CH3:5].[CH2:44]1[O:45][CH2:46][CH2:47][CH2:48]1.[CH3:24][P+:25]([c:26]1[cH:27][cH:28][cH:29][cH:30][cH:31]1)([c:32]1[cH:33][cH:34][cH:35][cH:36][cH:37]1)[c:38]1[cH:39][cH:40][cH:41][cH:42][cH:43]1>>[CH3:1][C:18]([c:15]1[cH:14][cH:13][c:12]([O:11][Si:10]([C:6]([CH3:7])([CH3:8])[CH3:9])([CH3:21])[CH3:22])[cH:17][cH:16]1)=[CH2:19]. Starting materials: C(C#C)(=O)O (propiolic acid), N1(C=NC=C1)C(=O)N1C=NC=C1 (1-(1H-imidazol-1-ylcarbonyl)-1H-imidazole), N1C(=NC2=C1CCCC2)CC(=O)C=2SC=CC2 (2-(4,5,6,7-Tetrahydro-1H-benzimidazol-2-yl)-1-(2-thienyl)ethanone). Solvent: C1CCOC1 (THF). Reaction SMILES: [C:1]([OH:5])(=O)[C:2]#[CH:3].N1(C(N2C=CN=C2)=O)C=CN=C1.[NH:18]1[C:22]2[CH2:23][CH2:24][CH2:25][CH2:26][C:21]=2[N:20]=[C:19]1[CH2:27][C:28]([C:30]1[S:31][CH:32]=[CH:33][CH:34]=1)=[O:29]>C1COCC1>[S:31]1[CH:32]=[CH:33][CH:34]=[C:30]1[C:28]([C:27]1[CH:3]=[CH:2][C:1](=[O:5])[N:20]2[C:21]3[CH2:26][CH2:25][CH2:24][CH2:23][C:22]=3[NH:18][C:19]=12)=[O:29]. Isolated yield 43.7%. Procedure details: 126.2 mg (1.73 mmol) of propiolic acid and 336.6 mg (2.08 mmol) of 1-(1H-imidazol-1-ylcarbonyl)-1H-imidazole are dissolved in 10 ml THF. The mixture is stirred for 3 h at room temperature. To this solution 300 mg (1.15 mmol) of 2-(4,5,6,7-Tetrahydro-1H-benzimidazol-2-yl)-1-(2-thienyl)ethanone (example XII are added and the mixture is refluxed for 24 h. The solvent is evaporated under vacuum and sodium hydrogen carbonate—solution (saturated in water) is added to the crude. The solution is extract... Conditions: time 3 hour. Product: S1C(=CC=C1)C(=O)C=1C=CC(N2C1NC1=C2CCCC1)=O (4-(2-Thienylcarbonyl)-6,7,8,9-tetrahydropyrido[1,2-a]benzimidazol-1(5H)-one). The reactants are N1C(=NC2=C1C=CC=C2)C(=O)C2=CC=C(C=C2)OC2=NC=CN=C2C2=CCC(CC2)O (1H-benzimidazol-2-yl(4-((3-(4-hydroxy-1-cyclohexen-1-yl)-2-pyrazinyl)oxy)-phenyl)methanone). The reagents and catalysts are [O-2].[O-2].[Mn+4] (Manganese dioxide), [Pd] (Palladium on carbon). The solvent is CCOC(=O)C (EtOAc). Reaction conditions: time 2 hour. Yields the product N1C(=NC2=C1C=CC=C2)C(=O)C2=CC=C(C=C2)OC2=NC=CN=C2[C@@H]2CC[C@@H](CC2)O (1H-benzimidazol-2-yl(4-((3-(cis-4-hydroxycyclohexyl)-2-pyrazinyl)oxy)phenyl)methanone). RXN SMILES: [NH:1]1[C:5]2[CH:6]=[CH:7][CH:8]=[CH:9][C:4]=2[N:3]=[C:2]1[C:10]([C:12]1[CH:17]=[CH:16][C:15]([O:18][C:19]2[C:24]([C:25]3[CH2:30][CH2:29][CH:28]([OH:31])[CH2:27][CH:26]=3)=[N:23][CH:22]=[CH:21][N:20]=2)=[CH:14][CH:13]=1)=[O:11]>CCOC(C)=O.[Pd].[O-2].[O-2].[Mn+4]>[NH:1]1[C:5]2[CH:6]=[CH:7][CH:8]=[CH:9][C:4]=2[N:3]=[C:2]1[C:10]([C:12]1[CH:17]=[CH:16][C:15]([O:18][C:19]2[C:24]([C@H:25]3[CH2:30][CH2:29][C@@H:28]([OH:31])[CH2:27][CH2:26]3)=[N:23][CH:22]=[CH:21][N:20]=2)=[CH:14][CH:13]=1)=[O:11] |f:3.4.5|. Procedure details: 1H-benzimidazol-2-yl(4-((3-(4-hydroxy-1-cyclohexen-1-yl)-2-pyrazinyl)oxy)-phenyl)methanone (0.27 g, 0.66 mmol) was suspended in 20 mL of EtOAc in a pressure tube. Palladium on carbon, 10% (0.20 g) was added. The mixture was hydrogenated at 50 psi. After 60 hours the mixture was filtered through a plug of celite and eluted with 50 mL of 9:1 chloroform:isopropanol. The solvent was removed under reduced pressure. The residue was taken up in 50 mL of dichloromethane. The mixture was sonicated for 5 ... The reactants are O=C([O-])[O-], CO, ClCCl, COc1ccc(Cl)c(-c2cc(C)c3nc(N)nnc3c2)c1, [Cs+], [Cs+], O=C(NCCN1CCCC1)c1ccc(Br)cn1, O=C(C=Cc1ccccc1)C=Cc1ccccc1, O=C(C=Cc1ccccc1)C=Cc1ccccc1, O=C(C=Cc1ccccc1)C=Cc1ccccc1, [Pd], [Pd], CC1(C)c2cccc(P(c3ccccc3)c3ccccc3)c2Oc2c(P(c3ccccc3)c3ccccc3)cccc21. The product is COc1ccc(Cl)c(-c2cc(C)c3nc(Nc4ccc(C(=O)NCCN5CCCC5)nc4)nnc3c2)c1. RXN SMILES: [C:39](=[O:40])([O-:41])[O-:42].[CH3:143][OH:144].[Cl:145][CH2:146][Cl:147].[Cl:1][c:2]1[c:3](-[c:10]2[cH:11][c:12]3[c:13]([n:14][c:15]([NH2:18])[n:16][n:17]3)[c:19]([CH3:21])[cH:20]2)[cH:4][c:5]([O:8][CH3:9])[cH:6][cH:7]1.[Cs+:43].[Cs+:44].[N:22]1([CH2:27][CH2:28][NH:29][C:30](=[O:31])[c:32]2[n:33][cH:34][c:35]([Br:38])[cH:36][cH:37]2)[CH2:23][CH2:24][CH2:25][CH2:26]1.[O:107]=[C:108]([CH:109]=[CH:110][c:111]1[cH:112][cH:113][cH:114][cH:115][cH:116]1)[CH:117]=[CH:118][c:119]1[cH:120][cH:121][cH:122][cH:123][cH:124]1.[O:125]=[C:126]([CH:127]=[CH:128][c:129]1[cH:130][cH:131][cH:132][cH:133][cH:134]1)[CH:135]=[CH:136][c:137]1[cH:138][cH:139][cH:140][cH:141][cH:142]1.[O:89]=[C:90]([CH:91]=[CH:92][c:93]1[cH:94][cH:95][cH:96][cH:97][cH:98]1)[CH:99]=[CH:100][c:101]1[cH:102][cH:103][cH:104][cH:105][cH:106]1.[Pd:87].[Pd:88].[c:45]1([P:46]([c:47]2[cH:48][cH:49][cH:50][cH:51][cH:52]2)[c:53]2[c:54]3[c:78]([cH:79][cH:80][cH:81]2)[C:75]([CH3:76])([CH3:77])[c:57]2[c:56]([c:61]([P:62]([c:63]4[cH:64][cH:65][cH:66][cH:67][cH:68]4)[c:69]4[cH:70][cH:71][cH:72][cH:73][cH:74]4)[cH:60][cH:59][cH:58]2)[O:55]3)[cH:82][cH:83][cH:84][cH:85][cH:86]1>>[Cl:1][c:2]1[c:3](-[c:10]2[cH:11][c:12]3[c:13]([n:14][c:15]([NH:18][c:35]4[cH:34][n:33][c:32]([C:30]([NH:29][CH2:28][CH2:27][N:22]5[CH2:23][CH2:24][CH2:25][CH2:26]5)=[O:31])[cH:37][cH:36]4)[n:16][n:17]3)[c:19]([CH3:21])[cH:20]2)[cH:4][c:5]([O:8][CH3:9])[cH:6][cH:7]1.